From a dataset of the Open Reaction Database (ORD), a public repository of structured organic reaction records. describe an organic reaction: reactants, conditions, products, and yield Starting materials: [N-]=[N+]=Nc1c(C(=O)O)cccc1C(F)(F)F, Nc1ccccc1, [Na+], O=C([O-])O, O=S(Cl)Cl. The product is [N-]=[N+]=Nc1c(C(=O)Nc2ccccc2)cccc1C(F)(F)F. RXN SMILES: [N:1](=[N+:2]=[N-:3])[c:4]1[c:5]([C:6](=[O:7])[OH:8])[cH:9][cH:10][cH:11][c:12]1[C:13]([F:14])([F:15])[F:16].[NH2:17][c:18]1[cH:19][cH:20][cH:21][cH:22][cH:23]1.[Na+:28].[O-:24][C:25]([OH:26])=[O:27].[S:29]([Cl:30])([Cl:31])=[O:32]>>[N:1](=[N+:2]=[N-:3])[c:4]1[c:5]([C:6](=[O:8])[NH:17][c:18]2[cH:19][cH:20][cH:21][cH:22][cH:23]2)[cH:9][cH:10][cH:11][c:12]1[C:13]([F:14])([F:15])[F:16]. Reactants: ClC1=C(C(=NC=C1)N)[N+](=O)[O-] (4-chloro-2-amino-3-nitropyridine), C(C)(=O)OC(C)=O (acetic anhydride). Product: C(C)(=O)NC1=NC=CC(=C1[N+](=O)[O-])Cl (2-acetamido-4-chloro-3-nitropyridine). RXN SMILES: [Cl:1][C:2]1[CH:7]=[CH:6][N:5]=[C:4]([NH2:8])[C:3]=1[N+:9]([O-:11])=[O:10].[C:12](OC(=O)C)(=[O:14])[CH3:13]>>[C:12]([NH:8][C:4]1[C:3]([N+:9]([O-:11])=[O:10])=[C:2]([Cl:1])[CH:7]=[CH:6][N:5]=1)(=[O:14])[CH3:13]. Procedure: When 10.0 g. of 4-chloro-2-amino-3-nitropyridine, from Example I-5, and 20 ml of acetic anhydride are heated under reflux for 1 hour and then concentrated, there is obtained 2-acetamido-4-chloro-3-nitropyridine, and, this, heated at 300° C. and treated with chlorine gives 2-acetamido-4,5-dichloro-3-nitropyridine. The latter by the procedure of Example I-2 gives 2-amino-4,5-dichloro-3-pyridinol.